This data is from the Open Reaction Database (ORD), a public repository of structured organic reaction records. The task is: describe an organic reaction: reactants, conditions, products, and yield The reactants are C([O-])(O)=O.[Na+] (sodium bicarbonate), C(C)(=O)C=1C=C(N2C=CC=CC12)C(C1=CC=C(C=C1)C#N)=O (1-acetyl-3-(4-cyanobenzoyl)indolizine), C(CO)O (ethylene glycol), C1(=CC=C(C=C1)S(=O)(=O)O)C (p-toluenesulfonic acid). The solvent is C1=CC=CC=C1 (benzene). Product: C(#N)C1=CC=C(C(=O)C2=CC=C3C=CC=CN23)C=C1 (3-(4-cyanobenzoyl)indolizine). Isolated yield 79.9%. RXN SMILES: C([C:4]1[CH:5]=[C:6]([C:13](=[O:22])[C:14]2[CH:19]=[CH:18][C:17]([C:20]#[N:21])=[CH:16][CH:15]=2)[N:7]2[C:12]=1[CH:11]=[CH:10][CH:9]=[CH:8]2)(=O)C.C(O)CO.C1(C)C=CC(S(O)(=O)=O)=CC=1.C(=O)(O)[O-].[Na+]>C1C=CC=CC=1>[C:20]([C:17]1[CH:16]=[CH:15][C:14]([C:13]([C:6]2[N:7]3[C:12]([CH:11]=[CH:10][CH:9]=[CH:8]3)=[CH:4][CH:5]=2)=[O:22])=[CH:19][CH:18]=1)#[N:21] |f:3.4|. Reported procedure: A solution of 1-acetyl-3-(4-cyanobenzoyl)indolizine (12) (1.56 grams, 5.69 mmol), ethylene glycol (1 mL), and p-toluenesulfonic acid (2.16 grams, 11.38 mmol) in benzene (150 mL) was refluxed for 3 hours. The reaction mixture was cooled to room temperature, neutralized with saturated sodium bicarbonate solution and extracted with ethyl acetate (3×50 mL). The combined layers were concentrated in vacuo. Purification by flash column chromatography (Rf 0.3, ethyl acetate in hexane) afforded 3-(4-cyan... Reactants: BrC=1C=C(C=CC1)S (3-bromothiophenol), C([O-])([O-])=O.[K+].[K+] (potassium carbonate), IC (iodomethane). The solvent is CC(=O)C (acetone). Product: CSC=1C=C(C=CC1)Br (3-(methylthio)phenylbromide). Reaction SMILES: [Br:1][C:2]1[CH:3]=[C:4]([SH:8])[CH:5]=[CH:6][CH:7]=1.[C:9](=O)([O-])[O-].[K+].[K+].IC>CC(C)=O>[CH3:9][S:8][C:4]1[CH:3]=[C:2]([Br:1])[CH:7]=[CH:6][CH:5]=1 |f:1.2.3|. Procedure: To a solution of 3-bromothiophenol (10 g) in acetone (250 mL) was added potassium carbonate (14.6 g) and iodomethane (4.28 mL). The heterogenous mixture was refluxed for 4 hrs., cooled to room temperature, filtered, and concentrated under reduced pressure. Ether (200 mL) was added, and the mixture was filtered again and finally evaporated to dryness to yield the title compound. Reactants: C(C)(=O)O[BH-](OC(C)=O)OC(C)=O.[Na+] (sodium triacetoxyborohydride), C(C)(=O)O (acetic acid), CN (methylamine), O=C1C(CCCC1)N1N=C2C(=CN(C=3C=CC=CC23)CC2=CC=C(C=C2)N2N=CC=C2)C1=O ((±)-2-(2-Oxocyclohexyl)-5-{[4-(1H-pyrazol-1-yl)phenyl]methyl}-2,5-dihydro-3H-pyrazolo[4,3-c]quinolin-3-one). Solvent: ClCCCl (1,2-dichloroethane), CO (methanol), O (water). Run at time 20 minute. The product is CN[C@H]1[C@@H](CCCC1)N1N=C2C(=CN(C=3C=CC=CC23)CC2=CC=C(C=C2)N2N=CC=C2)C1=O ((±)-2-[trans-2-(Methylamino)cyclohexyl]-5-{[4-(1H-pyrazol-1-yl)phenyl]methyl}-2,5-dihydro-3H-pyrazolo[4,3-c]quinolin-3-one). As a reaction SMILES: O=[C:2]1[CH2:7][CH2:6][CH2:5][CH2:4][CH:3]1[N:8]1[C:32](=[O:33])[C:11]2=[CH:12][N:13]([CH2:20][C:21]3[CH:26]=[CH:25][C:24]([N:27]4[CH:31]=[CH:30][CH:29]=[N:28]4)=[CH:23][CH:22]=3)[C:14]3[CH:15]=[CH:16][CH:17]=[CH:18][C:19]=3[C:10]2=[N:9]1.C(O)(=O)C.[CH3:38][NH2:39].C(O[BH-](OC(=O)C)OC(=O)C)(=O)C.[Na+]>ClCCCl.O.CO>[CH3:38][NH:39][C@@H:2]1[CH2:7][CH2:6][CH2:5][CH2:4][C@H:3]1[N:8]1[C:32](=[O:33])[C:11]2=[CH:12][N:13]([CH2:20][C:21]3[CH:22]=[CH:23][C:24]([N:27]4[CH:31]=[CH:30][CH:29]=[N:28]4)=[CH:25][CH:26]=3)[C:14]3[CH:15]=[CH:16][CH:17]=[CH:18][C:19]=3[C:10]2=[N:9]1 |f:3.4|. Procedure details: (±)-2-(2-Oxocyclohexyl)-5-{[4-(1H-pyrazol-1-yl)phenyl]methyl}-2,5-dihydro-3H-pyrazolo[4,3-c]quinolin-3-one (Example 720, 45 mg, 0.10 mmol) was dissolved in 1,2-dichloroethane (3 mL) and treated with acetic acid (0.029 mL, 0.51 mmol, 5 equiv) and methylamine (0.057 mL, 0.11 mmol, 1.1 equiv). After stirring for 20 minutes at ambient temperature, sodium triacetoxyborohydride (30 mg, 0.14 mmol, 1.4 equiv) was added and the mixture was vigorously stirred for 4 hours. The mixture was treated with meth... The reactants are CC#N, CO, CC(C)(C)C(=O)C(=CCl)Oc1ccc(F)cc1, [Na], c1c[nH]cn1, c1c[nH]cn1. The product is CC(C)(C)C(=O)C(=Cn1ccnc1)Oc1ccc(F)cc1. As a reaction SMILES: [CH3:29][C:30]#[N:31].[CH3:32][OH:33].[Cl:1][CH:2]=[C:3]([C:4]([C:5]([CH3:6])([CH3:7])[CH3:8])=[O:9])[O:10][c:11]1[cH:12][cH:13][c:14]([F:17])[cH:15][cH:16]1.[Na:23].[nH:18]1[cH:19][n:20][cH:21][cH:22]1.[nH:24]1[cH:25][cH:26][n:27][cH:28]1>>[CH:2](=[C:3]([C:4]([C:5]([CH3:6])([CH3:7])[CH3:8])=[O:9])[O:10][c:11]1[cH:12][cH:13][c:14]([F:17])[cH:15][cH:16]1)[n:18]1[cH:19][n:20][cH:21][cH:22]1. Starting materials: O=C([O-])[O-], [Cs+], [Cs+], O=Cc1ccc(F)cc1, Nc1ncnc2[nH]nc(-c3ccc(Oc4ccccc4)cc3)c12, CN(C)C=O, O. Yields the product Nc1ncnc2c1c(-c1ccc(Oc3ccccc3)cc1)nn2-c1ccc(C=O)cc1. RXN SMILES: [C:33](=[O:34])([O-:35])[O-:36].[Cs+:37].[Cs+:38].[F:24][c:25]1[cH:26][cH:27][c:28]([CH:29]=[O:30])[cH:31][cH:32]1.[O:1]([c:2]1[cH:3][cH:4][cH:5][cH:6][cH:7]1)[c:8]1[cH:9][cH:10][c:11](-[c:14]2[n:15][nH:16][c:17]3[n:18][cH:19][n:20][c:21]([NH2:23])[c:22]23)[cH:12][cH:13]1.[O:40]=[CH:41][N:42]([CH3:43])[CH3:44].[OH2:39]>>[O:1]([c:2]1[cH:3][cH:4][cH:5][cH:6][cH:7]1)[c:8]1[cH:9][cH:10][c:11](-[c:14]2[n:15][n:16](-[c:25]3[cH:26][cH:27][c:28]([CH:29]=[O:30])[cH:31][cH:32]3)[c:17]3[n:18][cH:19][n:20][c:21]([NH2:23])[c:22]23)[cH:12][cH:13]1.